From a dataset of the Open Reaction Database (ORD), a public repository of structured organic reaction records. describe an organic reaction: reactants, conditions, products, and yield Starting materials: NCC1=CC=C(C=C1)S(=O)(=O)N (4-(aminomethyl)benzenesulfonamide), C1(CCCCC1)P(C1=C(C=CC=C1)C1=C(C=C(C=C1C(C)C)C(C)C)C(C)C)C1CCCCC1 (2-dicyclohexylphosphino-2′,4′,6′-tri-isopropyl-1,1′-biphenyl), C([O-])([O-])=O.[Cs+].[Cs+] (cesium carbonate), ClC1=NC(=NC(=C1)OC)SCC1=C(C(=CC=C1)F)F (4-Chloro-2-[[(2,3-difluorophenyl)methyl]thio]-6-methoxypyrimidine), ClC1=NC(=NC(=C1)OC)SCC1=C(C(=CC=C1)F)F (4-Chloro-2-[[(2,3-difluorophenyl)methyl]thio]-6-methoxypyrimidine). Reagents/catalysts: C=1C=CC(=CC1)/C=C/C(=O)/C=C/C2=CC=CC=C2.C=1C=CC(=CC1)/C=C/C(=O)/C=C/C2=CC=CC=C2.C=1C=CC(=CC1)/C=C/C(=O)/C=C/C2=CC=CC=C2.[Pd].[Pd] (tris(dibenzylideneacetone)dipalladium). Run in O1CCOCC1 (dioxane). Run at temperature 100 celsius. Yields the product FC1=C(CSC2=NC(=CC(=N2)NS(=O)(=O)C2=CC=C(C=C2)CN)OC)C=CC=C1F (N-(2[(2,3-Difluorobenzyl)thio]-6-methoxypyrimidin-4-yl)-4-(aminomethyl)benzenesulfonamide). RXN SMILES: [NH2:1][CH2:2][C:3]1[CH:8]=[CH:7][C:6]([S:9]([NH2:12])(=[O:11])=[O:10])=[CH:5][CH:4]=1.C1(P(C2CCCCC2)C2C=CC=CC=2C2C(C(C)C)=CC(C(C)C)=CC=2C(C)C)CCCCC1.C(=O)([O-])[O-].[Cs+].[Cs+].Cl[C:54]1[CH:59]=[C:58]([O:60][CH3:61])[N:57]=[C:56]([S:62][CH2:63][C:64]2[CH:69]=[CH:68][CH:67]=[C:66]([F:70])[C:65]=2[F:71])[N:55]=1>O1CCOCC1.C1C=CC(/C=C/C(/C=C/C2C=CC=CC=2)=O)=CC=1.C1C=CC(/C=C/C(/C=C/C2C=CC=CC=2)=O)=CC=1.C1C=CC(/C=C/C(/C=C/C2C=CC=CC=2)=O)=CC=1.[Pd].[Pd]>[F:71][C:65]1[C:66]([F:70])=[CH:67][CH:68]=[CH:69][C:64]=1[CH2:63][S:62][C:56]1[N:55]=[C:54]([NH:12][S:9]([C:6]2[CH:5]=[CH:4][C:3]([CH2:2][NH2:1])=[CH:8][CH:7]=2)(=[O:10])=[O:11])[CH:59]=[C:58]([O:60][CH3:61])[N:57]=1 |f:2.3.4,7.8.9.10.11|. Procedure details: A mixture of 4-(aminomethyl)benzenesulfonamide (0.37 g), tris(dibenzylideneacetone)dipalladium (0) (50 mg), 2-dicyclohexylphosphino-2′,4′,6′-tri-isopropyl-1,1′-biphenyl (XPHOS) (50 mg), cesium carbonate (1.0 g) and, 4-Chloro-2-[[(2,3-difluorophenyl)methyl]thio]-6-methoxypyrimidine (the product from example 35 step i), (0.25 g) in dioxane (20 ml) was heated at reflux in a microwave at 100° C., 300 W, open vessel with cooling for 3 h. The reaction mixture was then reduced in vacuo and the residue ... The reactants are O=C(O)CC(=O)O, CC[K], Cl, O. Yields the product CCOC(=O)CC(=O)O. RXN SMILES: [C:1]([CH2:2][C:3](=[O:4])[OH:5])(=[O:6])[OH:7].[CH2:8]([CH3:9])[K:10].[ClH:11].[OH2:12]>>[C:1]([CH2:2][C:3](=[O:4])[OH:5])(=[O:6])[O:7][CH2:8][CH3:9]. Reactants: BrC=1C=C2C(=C(C=NC2=CC1)C(=O)C1CC1)Cl ((6-bromo-4-chloroquinolin-3-yl)(cyclopropyl)methanone), NC=1C=CC(=NC1)N1CC(CC1)NC(OC(C)(C)C)=O (tert-butyl 1-(5-aminopyridin-2-yl)pyrrolidin-3-ylcarbamate). Yields the product BrC=1C=C2C(=C(C=NC2=CC1)C(=O)C1CC1)NC=1C=CC(=NC1)N1CC(CC1)NC(OC(C)(C)C)=O (tert-butyl 1-(5-(6-bromo-3-(cyclopropanecarbonyl)quinolin-4-ylamino)pyridin-2-yl)pyrrolidin-3-ylcarbamate). Yield: 88.3%. RXN SMILES: [Br:1][C:2]1[CH:3]=[C:4]2[C:9](=[CH:10][CH:11]=1)[N:8]=[CH:7][C:6]([C:12]([CH:14]1[CH2:16][CH2:15]1)=[O:13])=[C:5]2Cl.[NH2:18][C:19]1[CH:20]=[CH:21][C:22]([N:25]2[CH2:29][CH2:28][CH:27]([NH:30][C:31](=[O:37])[O:32][C:33]([CH3:36])([CH3:35])[CH3:34])[CH2:26]2)=[N:23][CH:24]=1>>[Br:1][C:2]1[CH:3]=[C:4]2[C:9](=[CH:10][CH:11]=1)[N:8]=[CH:7][C:6]([C:12]([CH:14]1[CH2:16][CH2:15]1)=[O:13])=[C:5]2[NH:18][C:19]1[CH:20]=[CH:21][C:22]([N:25]2[CH2:29][CH2:28][CH:27]([NH:30][C:31](=[O:37])[O:32][C:33]([CH3:35])([CH3:34])[CH3:36])[CH2:26]2)=[N:23][CH:24]=1. Reported procedure: Following General procedure C, (6-bromo-4-chloroquinolin-3-yl)(cyclopropyl)methanone (311 mg, 1 mmol) was reacted with tert-butyl 1-(5-aminopyridin-2-yl)pyrrolidin-3-ylcarbamate (417 mg, 1.5 mmol) to afford the desired product (488 mg, 88%) as a yellow solid: ESI MS m/z 552 [C27H30BrN5O3+H]+. Reactants: ClC=1C=C(C=CC1F)N1C2=NC=NC=3C=C(C(=C(CC1CI)C32)OC)OC (4-(3-chloro-4-fluoro-phenyl)-5-iodomethyl-7,8-dimethoxy-5,6-dihydro-4H-1,3,4-triaza-phenalene), C1CCC2=NCCCN2CC1 (DBU). Run in C(Cl)(Cl)Cl (chloroform), C1(=CC=CC=C1)C (toluene). Run at temperature 120 celsius. Yields the product ClC=1C=C(C=CC1F)N1C2=NC=NC=3C=C(C(=C(C=C1C)C32)OC)OC (4-(3-chloro-4-fluoro-phenyl)-7,8-dimethoxy-5-methyl-4H-1,3,4-triaza-phenalene). As a reaction SMILES: [Cl:1][C:2]1[CH:3]=[C:4]([N:9]2[CH:20]([CH2:21]I)[CH2:19][C:18]3[C:23]4[C:10]2=[N:11][CH:12]=[N:13][C:14]=4[CH:15]=[C:16]([O:26][CH3:27])[C:17]=3[O:24][CH3:25])[CH:5]=[CH:6][C:7]=1[F:8].C1CCN2C(=NCCC2)CC1>C1(C)C=CC=CC=1.C(Cl)(Cl)Cl>[Cl:1][C:2]1[CH:3]=[C:4]([N:9]2[C:20]([CH3:21])=[CH:19][C:18]3[C:23]4[C:10]2=[N:11][CH:12]=[N:13][C:14]=4[CH:15]=[C:16]([O:26][CH3:27])[C:17]=3[O:24][CH3:25])[CH:5]=[CH:6][C:7]=1[F:8]. Reported procedure: To a solution of 4-(3-chloro-4-fluoro-phenyl)-5-iodomethyl-7,8-dimethoxy-5,6-dihydro-4H-1,3,4-triaza-phenalene (0.125 g, 0.25 mmol) (from Example 18, Step F, supra) in toluene (25 mL) was added DBU (0.37 mL, 2.5 mmol) (Fluka). The reaction mixture was heated at 120° C. for 1 hours. The mixture was then diluted with chloroform (100 mL) and washed with H2O. The organic layer was separated, dried over Na2SO4, and concentrated. The residue was purified by chromatography using EtOAc/CH2Cl2/Et3N (3:1:... The reactants are BrC=1C=2C(=C3C(=NC2C=CC1)C=NN3C)Cl (8-bromo-9-chloro-1-methyl-1H-pyrazolo[4,3-b]quinoline), COC1=CC=C(C=C1)B(O)O (4-methoxyphenylboronic acid), C([O-])(O)=O.[Na+] (sodium bicarbonate), COCCOC (1,2-dimethoxyethane). The reagents and catalysts are Cl[Pd]([P](C1=CC=CC=C1)(C2=CC=CC=C2)C3=CC=CC=C3)([P](C4=CC=CC=C4)(C5=CC=CC=C5)C6=CC=CC=C6)Cl (dichlorobis(triphenylphosphine)palladium). Solvent: C(C)OCC (diethyl ether). The product is OC1=CC=C(C=C1)C=1C=2C(C3=C(NC2C=CC1)C=NN3C)=O (8-(4-HYDROXYPHENYL)-1-METHYL-1,4-DIHYDRO-9H-PYRAZOLO[4,3-b]QUINOLIN-9-ONE). Yield: 60.0%. As a reaction SMILES: Br[C:2]1[C:3]2[C:4](Cl)=[C:5]3[N:14]([CH3:15])[N:13]=[CH:12][C:6]3=[N:7][C:8]=2[CH:9]=[CH:10][CH:11]=1.C[O:18][C:19]1[CH:24]=[CH:23][C:22](B(O)O)=[CH:21][CH:20]=1.C(=O)(O)[O-:29].[Na+].COCCOC>C(OCC)C.Cl[Pd](Cl)([P](C1C=CC=CC=1)(C1C=CC=CC=1)C1C=CC=CC=1)[P](C1C=CC=CC=1)(C1C=CC=CC=1)C1C=CC=CC=1>[OH:18][C:19]1[CH:24]=[CH:23][C:22]([C:2]2[C:3]3[C:4](=[O:29])[C:5]4[N:14]([CH3:15])[N:13]=[CH:12][C:6]=4[NH:7][C:8]=3[CH:9]=[CH:10][CH:11]=2)=[CH:21][CH:20]=1 |f:2.3,^1:46,65|. Reported procedure: A mixture of 8-bromo-9-chloro-1-methyl-1H-pyrazolo[4,3-b]quinoline (EXAMPLE 38, step 1, 100 mg, 0.337 mmol), 4-methoxyphenylboronic acid (56 mg, 0.371 mmol) and dichlorobis(triphenylphosphine)palladium (II) (24 mg, 0.034 mmol) in a mixture of saturated aqueous sodium bicarbonate (0.5 ml) and 1,2-dimethoxyethane (2.5 ml) was refluxed for 5 h. After cooling to room temperature, the mixture was diluted with diethyl ether (100 ml), washed with saturated aqueous sodium bicarbonate (30 ml) and dried o... The reactants are O (water), [BH4-].[Na+] (sodium borohydride), ClC1=CC2=C(CC3CN(CC3C2=O)C)C=C1 (6-chloro-3a,4,9,9a-tetrahydro-2-methylbenz[f]isoindolin-4-one). Run in C(C)O (ethanol), C(C)O (ethanol). The product is ClC1=CC2=C(CC3CN(CC3C2O)C)C=C1 (6-chloro-3a,4,9,9a-tetrahydro-2-methylbenz[f]isoindolin-4-ol). Reaction SMILES: [BH4-].[Na+].[Cl:3][C:4]1[CH:18]=[CH:17][C:7]2[CH2:8][CH:9]3[CH:13]([C:14](=[O:15])[C:6]=2[CH:5]=1)[CH2:12][N:11]([CH3:16])[CH2:10]3.O>C(O)C>[Cl:3][C:4]1[CH:18]=[CH:17][C:7]2[CH2:8][CH:9]3[CH:13]([CH:14]([OH:15])[C:6]=2[CH:5]=1)[CH2:12][N:11]([CH3:16])[CH2:10]3 |f:0.1|. Reported procedure: 1.6 g of sodium borohydride in 20 ml of ethanol are added at 0°-5° to a solution of 10 g of 6-chloro-3a,4,9,9a-tetrahydro-2-methylbenz[f]isoindolin-4-one in 100 ml of ethanol, stirred at room temperature for a further hour, water is added and the mixture evaporated. The residue is taken up in 10% tartaric acid, the aqueous phase extracted with ether, mixed with 2 N caustic soda solution and extracted with ethyl acetate. The ethyl acetate phase is dried over sodium sulphate and evaporated. The re... The reactants are CCOC(=O)/N=N/C(=O)OCC (DEAD), C(C)(=O)C=1C=C(C(C)(C)O)C=CC1 (3-Acetyl-α, α-dimethylbenzylalcohol), CC(C#C)O (But-3-yn-2-ol), C1=CC=C(C=C1)P(C2=CC=CC=C2)C3=CC=CC=C3 (Ph3P), resultant solution. Solvent: O (water), C1CCOC1 (THF). Conditions: time 10 minute. Product: CC(C#C)OC1=CC=CC=C1 ((But-3-yn-2-yloxy) Benzene). RXN SMILES: C([C:4]1[CH:5]=[C:6]([CH:11]=[CH:12][CH:13]=1)C(O)(C)C)(=O)C.[CH3:14][CH:15]([OH:18])[C:16]#[CH:17].C1C=CC(P(C2C=CC=CC=2)C2C=CC=CC=2)=CC=1.CCOC(/N=N/C(OCC)=O)=O>C1COCC1.O>[CH3:14][CH:15]([O:18][C:4]1[CH:5]=[CH:6][CH:11]=[CH:12][CH:13]=1)[C:16]#[CH:17]. Procedure details: Phenol 27 (422.9 mg, 4.49 mmol), But-3-yn-2-ol (300 mg, 4.28 mmol) were dissolved in anhydrous THF (10 mL) under N2 atmosphere, at 0° C. was added Ph3P (1.12 g, 4.26 mmol) portion wise, stirred it for 10 min, and then DEAD (894.6 mg, 5.14 mmol) added slowly. The resultant solution was heated up to 70° C. stirred for 20 h. To the reaction mixture water added and extracted with DCM and dried organic layer on MgSO4, filtered, concentrated. Purified by flash chromatography using ethylacetate/n-hexan... The reactants are compound, NC1=CC=C(C=C1)C1=CC=C2CN(C(C2=C1)=O)[C@H](C(=O)OC)C(C)C ((S)-Methyl 2-(6-(4-aminophenyl)-1-oxoisoindolin-2-yl)-3-methylbutanoate), C1(CCCCC1)N=C=O (cyclohexyl isocyanate), compound, compound. Procedure: The compound of example 33 was prepared analogous to compound of example 7 by reaction of compound of example 6 with cyclohexyl isocyanate. The compound of example 33 was used directly without isolation for the preparation of compound of example 34. The product is C1(CCCCC1)NC(NC1=CC=C(C=C1)C1=CC=C2CN(C(C2=C1)=O)[C@H](C(=O)OC)C(C)C)=O ((S)-Methyl 2-(6-(4-(3-cyclohexylureido)phenyl)-1-oxoisoindolin-2-yl)-3-methylbutanoate). As a reaction SMILES: [NH2:1][C:2]1[CH:7]=[CH:6][C:5]([C:8]2[CH:16]=[C:15]3[C:11]([CH2:12][N:13]([C@@H:18]([CH:23]([CH3:25])[CH3:24])[C:19]([O:21][CH3:22])=[O:20])[C:14]3=[O:17])=[CH:10][CH:9]=2)=[CH:4][CH:3]=1.[CH:26]1([N:32]=[C:33]=[O:34])[CH2:31][CH2:30][CH2:29][CH2:28][CH2:27]1>>[CH:26]1([NH:32][C:33](=[O:34])[NH:1][C:2]2[CH:3]=[CH:4][C:5]([C:8]3[CH:16]=[C:15]4[C:11]([CH2:12][N:13]([C@@H:18]([CH:23]([CH3:25])[CH3:24])[C:19]([O:21][CH3:22])=[O:20])[C:14]4=[O:17])=[CH:10][CH:9]=3)=[CH:6][CH:7]=2)[CH2:31][CH2:30][CH2:29][CH2:28][CH2:27]1. Starting materials: [F-].C(CCC)[N+](CCCC)(CCCC)CCCC (tetrabutylammonium fluoride), ClC1=C(C=CC(=C1)OC=1C2=C(N=CN1)N(C(=C2)C2=CC=C(C=C2)OCCN(CC)CC)COCC[Si](C)(C)C)NC(=O)NC2CC2 (1-{2-Chloro-4-[6-[4-(2-diethylaminoethoxy)-phenyl]-7-(2-trimethylsilanylethoxymethyl)-7H-pyrrolo[2,3-d]pyrimidin-4-yloxy]-phenyl}-3-cyclopropylurea), O (water). The solvent is O1CCCC1 (tetrahydrofuran). Run at time 3 hour. The product is ClC1=C(C=CC(=C1)OC=1C2=C(N=CN1)NC(=C2)C2=CC=C(C=C2)OCCN(CC)CC)NC(=O)NC2CC2 (1-(2-Chloro-4-{6-[4-(2-diethylaminoethoxy)-phenyl]-7H-pyrrolo[2,3-d]pyrimidin-4-yloxy}phenyl)-3-cyclopropylurea). The yield is 68.4%. Reaction SMILES: [Cl:1][C:2]1[CH:7]=[C:6]([O:8][C:9]2[C:10]3[CH:17]=[C:16]([C:18]4[CH:23]=[CH:22][C:21]([O:24][CH2:25][CH2:26][N:27]([CH2:30][CH3:31])[CH2:28][CH3:29])=[CH:20][CH:19]=4)[N:15](COCC[Si](C)(C)C)[C:11]=3[N:12]=[CH:13][N:14]=2)[CH:5]=[CH:4][C:3]=1[NH:40][C:41]([NH:43][CH:44]1[CH2:46][CH2:45]1)=[O:42].[F-].C([N+](CCCC)(CCCC)CCCC)CCC.O>O1CCCC1>[Cl:1][C:2]1[CH:7]=[C:6]([O:8][C:9]2[C:10]3[CH:17]=[C:16]([C:18]4[CH:19]=[CH:20][C:21]([O:24][CH2:25][CH2:26][N:27]([CH2:28][CH3:29])[CH2:30][CH3:31])=[CH:22][CH:23]=4)[NH:15][C:11]=3[N:12]=[CH:13][N:14]=2)[CH:5]=[CH:4][C:3]=1[NH:40][C:41]([NH:43][CH:44]1[CH2:46][CH2:45]1)=[O:42] |f:1.2|. Procedure details: 1-{2-Chloro-4-[6-[4-(2-diethylaminoethoxy)-phenyl]-7-(2-trimethylsilanylethoxymethyl)-7H-pyrrolo[2,3-d]pyrimidin-4-yloxy]-phenyl}-3-cyclopropylurea (40 mg, 0.0601 mmol) was dissolved in 1 ml of tetrahydrofuran, and then 0.5 ml (8.3 equivalents) of tetrabutylammonium fluoride (1M tetrahydrofuran solution) was added dropwise and the mixture was refluxed for 2 hours. After returning to room temperature, 3 ml of water was added, the mixture was allowed to stand for 3 hours, and the precipitating cry... Starting materials: OC1=C(C(OC1)=O)C(CCCCCCCC=CC1=CC=C(C=C1)Cl)=O (4-hydroxy-3-[10-(4-chlorophenyl)-1-oxodec-9-enyl]-2(5H)-furanone), [H][H] (hydrogen). The reagents and catalysts are [Pd] (palladium on carbon). The solvent is C(C)(=O)OCC (ethyl acetate). Conditions: time 1.5 hour. The product is OC1=C(C(OC1)=O)C(CCCCCCCCCC1=CC=C(C=C1)Cl)=O (4-hydroxy-3-[10-(4-chlorophenyl)1-oxodecyl]-2(5H)-furanone). The yield is 66.2%. As a reaction SMILES: [OH:1][C:2]1[CH2:6][O:5][C:4](=[O:7])[C:3]=1[C:8](=[O:25])[CH2:9][CH2:10][CH2:11][CH2:12][CH2:13][CH2:14][CH2:15][CH:16]=[CH:17][C:18]1[CH:23]=[CH:22][C:21]([Cl:24])=[CH:20][CH:19]=1.[H][H]>C(OCC)(=O)C.[Pd]>[OH:1][C:2]1[CH2:6][O:5][C:4](=[O:7])[C:3]=1[C:8](=[O:25])[CH2:9][CH2:10][CH2:11][CH2:12][CH2:13][CH2:14][CH2:15][CH2:16][CH2:17][C:18]1[CH:19]=[CH:20][C:21]([Cl:24])=[CH:22][CH:23]=1. Procedure details: To a solution of 1.58 g (4.35 mmol) of 4-hydroxy-3-[10-(4-chlorophenyl)-1-oxodec-9-enyl]-2(5H)-furanone in 100 mL of ethyl acetate is added 250 mg of 5% palladium on carbon and subjected to atmospheric hydrogenation using a balloon to deliver the hydrogen. After 1.5 hours, the reaction is worked up by filtering through Solka Flok. The filtrate is washed with copious amounts of ethyl acetate and concentrated in vacuo to give 1.05 g (66%) of pure 4-hydroxy-3-[10-(4-chlorophenyl)1-oxodecyl]-2(5H)-f...